This data is from the Open Reaction Database (ORD), a public repository of structured organic reaction records. The task is: describe an organic reaction: reactants, conditions, products, and yield Reactants: C=1(C(O)=CC=CC1)OC (guaiacol), C(CBr)Br (ethylene dibromide), [OH-].[Na+] (sodium hydroxide). Reaction conditions: time 30 minute. Yields the product COC1=C(OCCBr)C=CC=C1 (2-methoxyphenoxy ethylbromide). Reaction SMILES: [C:1]1([O:8][CH3:9])[C:2](=[CH:4][CH:5]=[CH:6][CH:7]=1)[OH:3].[CH2:10](Br)[CH2:11][Br:12].[OH-].[Na+]>>[CH3:9][O:8][C:1]1[CH:7]=[CH:6][CH:5]=[CH:4][C:2]=1[O:3][CH2:10][CH2:11][Br:12] |f:2.3|. Reported procedure: 0.2 mole(22.4 ml) of guaiacol and 0.4 mole (34.6 ml) of ethylene dibromide are heated to 100° C. while stirring vigorously, and within 30 minutes, 125 ml of 1.6 N sodium hydroxide solution is added to continue the stirring and the pH value is adjusted to 7. Upon cooling, the mixed solution's organic layer is extracted with chloroform and rinsed with 2N sodium hydroxide before rising again with saturated sodium chloride solution and magnesium sulfate. Upon reduction, the solution is filled into t... Reactants: NC=1C(N(C(N(C1N)CC)=O)CC)=O (5,6-diamino-1,3-diethyluracil), BrC=1C=C(C=CC(=O)O)C=CC1F (3-bromo-4-fluorocinnamic acid). Product: BrC=1C=C(/C=C/C2=NC=3N(C(N(C(C3N2)=O)CC)=O)CC)C=CC1F ((E)-8-(3-Bromo-4-fluorostyryl)-1,3-diethylxanthine). The yield is 47.2%. RXN SMILES: [NH2:1][C:2]1[C:3](=[O:14])[N:4]([CH2:12][CH3:13])[C:5](=[O:11])[N:6]([CH2:9][CH3:10])[C:7]=1[NH2:8].[Br:15][C:16]1[CH:17]=[C:18]([CH:24]=[CH:25][C:26]=1[F:27])[CH:19]=[CH:20][C:21](O)=O>>[Br:15][C:16]1[CH:17]=[C:18]([CH:24]=[CH:25][C:26]=1[F:27])/[CH:19]=[CH:20]/[C:21]1[NH:1][C:2]2[C:3](=[O:14])[N:4]([CH2:12][CH3:13])[C:5](=[O:11])[N:6]([CH2:9][CH3:10])[C:7]=2[N:8]=1. Procedure: Substantially the same procedure as in Reference Example 7 was repeated using 3.00 g (15.1 mmol) of 5,6-diamino-1,3-diethyluracil and 4.08 g (16.7 mmol) of 3-bromo-4-fluorocinnamic acid. The resulting crude crystals were recrystallized from dioxane to give 2.90 g (yield 47%) of Compound k as a pale yellow powder. Starting materials: FC1=C(C=C(C(=C1)Cl)OC1CCCC1)N1C(C2=C(C1=O)CCCC2)=O (N-(2-Fluoro-4-chloro-5-cyclopentyloxyphenyl)-3,4,5,6-tetrahydrophthalimide), C(C1=CC=CC=C1)N (benzylamine). Yield: 45.1%. Run in C1=CC=CC=C1 (benzene). Reaction SMILES: [F:1][C:2]1[CH:7]=[C:6]([Cl:8])[C:5]([O:9][CH:10]2[CH2:14][CH2:13][CH2:12][CH2:11]2)=[CH:4][C:3]=1[N:15]1[C:19](=[O:20])[C:18]2[CH2:21][CH2:22][CH2:23][CH2:24][C:17]=2[C:16]1=[O:25].[CH2:26]([NH2:33])[C:27]1[CH:32]=[CH:31][CH:30]=[CH:29][CH:28]=1>C1C=CC=CC=1>[F:1][C:2]1[CH:7]=[C:6]([Cl:8])[C:5]([O:9][CH:10]2[CH2:11][CH2:12][CH2:13][CH2:14]2)=[CH:4][C:3]=1[NH:15][C:16](=[O:25])[C:17]1[CH2:24][CH2:23][CH2:22][CH2:21][C:18]=1[C:19]([NH:33][CH2:26][C:27]1[CH:32]=[CH:31][CH:30]=[CH:29][CH:28]=1)=[O:20]. Run at time 8 hour. The product is FC1=C(C=C(C(=C1)Cl)OC1CCCC1)NC(C1=C(C(=O)NCC2=CC=CC=C2)CCCC1)=O (N-(2-fluoro-4-chloro-5-cyclopentyloxyphenyl)-N'-benzyl-3,4,5,6-tetrahydrophthalamide). Reported procedure: N-(2-Fluoro-4-chloro-5-cyclopentyloxyphenyl)-3,4,5,6-tetrahydrophthalimide (1.00 g, 2.75 mmol), benzylamine (0.350 g, 3.27 mmol) and benzene (25 ml) as a solvent were placed into a round bottom flask (50 cc) and stirred overnight at room temperature. After completion of the reaction, the solvent was distilled off under reduced pressure, and the precipitated crystals were isolated by filtration. The crystals were washed with hexane and dried to obtain N-(2-fluoro-4-chloro-5-cyclopentyloxyphenyl)-...